This data is from the Open Reaction Database (ORD), a public repository of structured organic reaction records. The task is: describe an organic reaction: reactants, conditions, products, and yield Reactants: C(C1=CC=CC=C1)(C1=CC=CC=C1)N1N=CC(=C1)C=1C(=NC(=CC1)N1CC2=C(C=CC=C2CC1)C(NC=1SC2=C(N1)C=CC=C2)=O)C(=O)OC(C)(C)C (tert-butyl 3-(1-benzhydryl-1H-pyrazol-4-yl)-6-(8-(benzo[d]thiazol-2-ylcarbamoyl)-3,4-dihydroisoquinolin-2(1H)-yl)picolinate), [OH-].[Li+] (lithium hydroxide). The solvent is O1CCCC1 (tetrahydrofuran), CO (methanol). The product is S1C(=NC2=C1C=CC=C2)NC(=O)C=2C=CC=C1CCN(CC21)C2=CC=C(C(=N2)C(=O)O)C=2C=NN(C2)C(C2=CC=CC=C2)C2=CC=CC=C2 (6-[8-(1,3-benzothiazol-2-ylcarbamoyl)-3,4-dihydroisoquinolin-2(1H)-yl]-3-[1-(diphenylmethyl)-1H-pyrazol-4-yl]pyridine-2-carboxylic acid). As a reaction SMILES: [CH:1]([N:14]1[CH:18]=[C:17]([C:19]2[C:20]([C:47]([O:49]C(C)(C)C)=[O:48])=[N:21][C:22]([N:25]3[CH2:34][CH2:33][C:32]4[C:27](=[C:28]([C:35](=[O:46])[NH:36][C:37]5[S:38][C:39]6[CH:45]=[CH:44][CH:43]=[CH:42][C:40]=6[N:41]=5)[CH:29]=[CH:30][CH:31]=4)[CH2:26]3)=[CH:23][CH:24]=2)[CH:16]=[N:15]1)([C:8]1[CH:13]=[CH:12][CH:11]=[CH:10][CH:9]=1)[C:2]1[CH:7]=[CH:6][CH:5]=[CH:4][CH:3]=1.[OH-].[Li+]>O1CCCC1.CO>[S:38]1[C:39]2[CH:45]=[CH:44][CH:43]=[CH:42][C:40]=2[N:41]=[C:37]1[NH:36][C:35]([C:28]1[CH:29]=[CH:30][CH:31]=[C:32]2[C:27]=1[CH2:26][N:25]([C:22]1[N:21]=[C:20]([C:47]([OH:49])=[O:48])[C:19]([C:17]3[CH:16]=[N:15][N:14]([CH:1]([C:8]4[CH:13]=[CH:12][CH:11]=[CH:10][CH:9]=4)[C:2]4[CH:3]=[CH:4][CH:5]=[CH:6][CH:7]=4)[CH:18]=3)=[CH:24][CH:23]=1)[CH2:34][CH2:33]2)=[O:46] |f:1.2|. Procedure: A suspension of EXAMPLE 75B (30 mg) and lithium hydroxide (2 mg) in tetrahydrofuran and methanol (2:1, 1 mL) was heated at 60° C. for 16 hours. The reaction mixture was quenched with HCl (0.2 mL, 1M), concentrated and purified by chromatography on silica gel using 0-5% methanol/dichloromethane as eluent to provide the title compound. 1H NMR (300 MHz, dimethylsulfoxide-d6) δ ppm 13.14 (s, 1H), 12.87 (s, 1H), 8.04 (d, 1H), 7.82 (s, 1H), 7.79 (d, 1H), 7.73 (d, 1H), 7.66 (s, 1H), 7.61 (d, 1H), 7.44-... The reactants are O (water), [H-].[Na+] (sodium hydride), CN(C)CC=1C=C(C=CC1)O (3-(N,N-dimethylaminomethyl)phenol), BrCCCN1C(C=2C(C1=O)=CC=CC2)=O (N-(3-Bromopropyl)phthalimide). The solvent is CN(C=O)C (dimethylformamide). Reaction conditions: time 2 hour. The product is CN(C)CC=1C=C(OCCCN2C(C3=CC=CC=C3C2=O)=O)C=CC1 (2-[3-[3-(N,N-Dimethylaminomethyl)phenoxy]propyl]-1H-isoindole-1,3(2H)-dione). Yield: 84.4%. As a reaction SMILES: [H-].[Na+].[CH3:3][N:4]([CH2:6][C:7]1[CH:8]=[C:9]([OH:13])[CH:10]=[CH:11][CH:12]=1)[CH3:5].Br[CH2:15][CH2:16][CH2:17][N:18]1[C:22](=[O:23])[C:21]2=[CH:24][CH:25]=[CH:26][CH:27]=[C:20]2[C:19]1=[O:28].O>CN(C)C=O>[CH3:5][N:4]([CH2:6][C:7]1[CH:8]=[C:9]([CH:10]=[CH:11][CH:12]=1)[O:13][CH2:15][CH2:16][CH2:17][N:18]1[C:22](=[O:23])[C:21]2[C:20](=[CH:27][CH:26]=[CH:25][CH:24]=2)[C:19]1=[O:28])[CH3:3] |f:0.1|. Reported procedure: A mixture of 80% sodium hydride (2.2 g) and 3-(N,N-dimethylaminomethyl)phenol (6.95 g) in dry dimethylformamide was stirred at 5° for 2 hr. N-(3-Bromopropyl)phthalimide (12.2 g) was then added and after 16 hours the reaction was treated with water and extracted with ethyl acetate. Evaporation of the dried organic extracts gave the title compound as a yellow oil (13 g). TLC silica; ethyl acetate; Rf 0.35. m.p. (oxalate salt) 204°-207°. The reactants are CSC1=[N+]2Cc3ccccc3CC2CS1, [I-], CCOCc1cc2c(N)cccc2cn1, c1ccncc1. Yields the product CCOCc1cc2c(N=C3SCC4Cc5ccccc5CN34)cccc2cn1. RXN SMILES: [CH3:2][S:3][C:4]1=[N+:8]2[CH:7]([CH2:6][S:5]1)[CH2:16][c:15]1[c:10]([cH:11][cH:12][cH:13][cH:14]1)[CH2:9]2.[I-:1].[NH2:17][c:18]1[c:19]2[cH:20][c:21]([CH2:28][O:29][CH2:30][CH3:31])[n:22][cH:23][c:24]2[cH:25][cH:26][cH:27]1.[cH:32]1[cH:33][cH:34][n:35][cH:36][cH:37]1>>[C:4]1(=[N:17][c:18]2[c:19]3[cH:20][c:21]([CH2:28][O:29][CH2:30][CH3:31])[n:22][cH:23][c:24]3[cH:25][cH:26][cH:27]2)[S:5][CH2:6][CH:7]2[N:8]1[CH2:9][c:10]1[cH:11][cH:12][cH:13][cH:14][c:15]1[CH2:16]2. Starting materials: C(C)(=O)O[C@H]1C[C@H]2CC([C@H]3[C@@H]4CC[C@H]([C@@H](CCC(=O)OC)C)[C@]4(CC[C@@H]3[C@]2(CC1)C)C)=O (methyl 3α-acetoxy-7-keto-5β-cholanoate), BrBr (bromine), O (water), Br (hydrobromic acid). The solvent is C(C)(=O)O (acetic acid), C(C)(=O)O (acetic acid). Product: C(C)(=O)O[C@H]1C[C@H]2C(C([C@H]3[C@@H]4CC[C@H]([C@@H](CCC(=O)OC)C)[C@]4(CC[C@@H]3[C@]2(CC1)C)C)=O)Br (Methyl 3α-acetoxy-6-bromo-7-keto-5β-cholanoate). Yield: 121.9%. As a reaction SMILES: [C:1]([O:4][C@@H:5]1[CH2:29][CH2:28][C@@:27]2([CH3:30])[C@H:7]([CH2:8][C:9](=[O:32])[C@@H:10]3[C@@H:26]2[CH2:25][CH2:24][C@@:23]2([CH3:31])[C@H:11]3[CH2:12][CH2:13][C@@H:14]2[C@H:15]([CH3:22])[CH2:16][CH2:17][C:18]([O:20][CH3:21])=[O:19])[CH2:6]1)(=[O:3])[CH3:2].[Br:33]Br.Br.O>C(O)(=O)C>[C:1]([O:4][C@@H:5]1[CH2:29][CH2:28][C@@:27]2([CH3:30])[C@H:7]([CH:8]([Br:33])[C:9](=[O:32])[C@@H:10]3[C@@H:26]2[CH2:25][CH2:24][C@@:23]2([CH3:31])[C@H:11]3[CH2:12][CH2:13][C@@H:14]2[C@H:15]([CH3:22])[CH2:16][CH2:17][C:18]([O:20][CH3:21])=[O:19])[CH2:6]1)(=[O:3])[CH3:2]. Procedure: A solution of methyl 3α-acetoxy-7-keto-5β-cholanoate (5.6 g, 12.54 mmoles) in acetic acid (100 ml) was added with a bromine solution (2.8 g) in acetic acid (10 ml) and immediately after with 48% hydrobromic acid (0.74 ml). The resulting reaction mixture was left to react overnight under strong magnetic stirring, then it was poured into water (300 ml) and filtered under vacuum to obtain a solid (8,03 g) which was subjected to flash chromatography on silica, eluting with methylene chloride/methano... Reactants: ClC=1C=C2CC(OC(C2=CC1Cl)C1=CC=C(C=C1)[N+](=O)[O-])C (6,7-Dichloro-3-methyl-1-(4-nitrophenyl)-isochroman), Cl(=O)(=O)(=O)O (perchloric acid), CC(=O)C.OS(=O)(=O)O.O=[Cr](=O)=O (Jones' reagent), crude product. Product: C(C(=O)C)C1(C(=O)C2=CC=C(C=C2)[N+](=O)[O-])CC(=C(C=C1)Cl)Cl (1-acetonyl-3,4-dichloro-4'-nitrobenzophenone). As a reaction SMILES: [Cl:1][C:2]1[CH:3]=[C:4]2[C:9](=[CH:10][C:11]=1[Cl:12])[CH:8]([C:13]1[CH:18]=[CH:17][C:16]([N+:19]([O-:21])=[O:20])=[CH:15][CH:14]=1)[O:7]C(C)C2.[CH3:23][C:24]([CH3:26])=[O:25].OS(O)(=O)=O.O=[Cr](=O)=O.Cl(O)(=O)(=O)=O>>[CH2:23]([C:9]1([CH:4]=[CH:3][C:2]([Cl:1])=[C:11]([Cl:12])[CH2:10]1)[C:8]([C:13]1[CH:18]=[CH:17][C:16]([N+:19]([O-:21])=[O:20])=[CH:15][CH:14]=1)=[O:7])[C:24]([CH3:26])=[O:25] |f:1.2.3|. Procedure details: 4.75 g (14.0 mmoles) of the isochromane derivative prepared in Step A are oxidized according to the method of Example 1, Step B using Jones' reagent with the exception that instead of reacting the crude product with perchloric acid, the 1-acetonyl-3,4-dichloro-4'-nitrobenzophenone derivative (m.p.: 121°-122° C.) is isolated by chromatography. The solution of the above derivative in isopropanol is reacted with 98% hydrazine hydrate at 25° C. to obtain the monohydrazone derivative (m.p.: 167°-169°...